Dataset: the Open Reaction Database (ORD), a public repository of structured organic reaction records. Task: describe an organic reaction: reactants, conditions, products, and yield Starting materials: solution, OC1(C(C(=O)OC)C=CC(=C1)C)O (methyl 2-hydroxy-4-methylsalicylate), O (water), Cl (hydrochloric acid), Cl.NO (hydroxylamine hydrochloride). Solvent: CO (methanol), CO (methanol), solution, C[O-].[Na+] (sodium methoxide), CO (methanol). Reaction conditions: time 10 minute. Product: ONC(C1=C(C=C(C=C1)C)O)=O (N,2-dihydroxy-4-methylbenzamide). Isolated yield 93.7%. As a reaction SMILES: Cl.[NH2:2][OH:3].[OH:4][C:5]1(O)[CH:14]=[C:13]([CH3:15])[CH:12]=[CH:11][CH:6]1[C:7](OC)=[O:8].O.Cl>CO.C[O-].[Na+]>[OH:3][NH:2][C:7](=[O:8])[C:6]1[CH:11]=[CH:12][C:13]([CH3:15])=[CH:14][C:5]=1[OH:4] |f:0.1,6.7|. Procedure details: 9.05 g of hydroxylamine hydrochloride was dissolved in 84 mL of methanol, to which 40.64 g of a 28% solution of sodium methoxide in methanol was added at room temperature, and then this mixture was stirred for 10 minutes. Then, 21 mL of a solution of 7.00 g of methyl 2-hydroxy-4-methylsalicylate in methanol was added dropwise to the reaction mixture, which was stirred for one hour at room temperature and then another four hours while heating it under reflux. The reaction mixture was added to wat...